describe an organic reaction: reactants, conditions, products, and yield From a dataset of the Open Reaction Database (ORD), a public repository of structured organic reaction records. Starting materials: N1=CC=CC=C1 (Pyridine), NC1=C(C=C(C=C1)C1=CN(C=2N=CN=C(C21)N)C2CCOCC2)OC (5-(4-Amino-3-methoxyphenyl)-7-tetrahydro-2H-4-pyranyl-7H-pyrrolo[2,3-d]pyrimidin-4-amine), C1(CCCC1)C(=O)Cl (1-cyclopentanecarbonyl chloride). Run in ClCCl (dichloromethane). Reaction conditions: time 2 hour. The product is NC=1C2=C(N=CN1)N(C=C2C2=CC(=C(C=C2)NC(C(C)(C)C)=O)OC)C2CCOCC2 (N1-[4-(4-amino-7-tetrahydro-2H-4-pyranyl-7H-pyrrolo[2,3-d]pyrimidin-5-yl)-2-methoxyphenyl]-2,2-dimethylpropanamide). RXN SMILES: [NH2:1][C:2]1[CH:7]=[CH:6][C:5]([C:8]2[C:16]3[C:15]([NH2:17])=[N:14][CH:13]=[N:12][C:11]=3[N:10]([CH:18]3[CH2:23][CH2:22][O:21][CH2:20][CH2:19]3)[CH:9]=2)=[CH:4][C:3]=1[O:24][CH3:25].N1C=CC=C[CH:27]=1.[CH:32]1([C:37](Cl)=[O:38])[CH2:36]CC[CH2:33]1>ClCCl>[NH2:17][C:15]1[C:16]2[C:8]([C:5]3[CH:6]=[CH:7][C:2]([NH:1][C:37](=[O:38])[C:32]([CH3:27])([CH3:36])[CH3:33])=[C:3]([O:24][CH3:25])[CH:4]=3)=[CH:9][N:10]([CH:18]3[CH2:19][CH2:20][O:21][CH2:22][CH2:23]3)[C:11]=2[N:12]=[CH:13][N:14]=1. Procedure details: 5-(4-Amino-3-methoxyphenyl)-7-tetrahydro-2H-4-pyranyl-7H-pyrrolo[2,3-d]pyrimidin-4-amine (50mg, 0.147 mmol) was dissolved in dichloromethane (1.5 mL). Pyridine (1.5 mL) was added followed by 1-cyclopentanecarbonyl chloride (31 mg, 0.221 mmol). After stirring at room temperature for 2 hours, the solvent was removed and the residue was dissolved in 1 ml DMSO, methanol (1 mL) was added and precipitate was formed. The solid was collected by filtration to give N1-[4-(4-amino-7-tetrahydro-2H-4-pyranyl... The reactants are ClC1=C(C=C(C=C1)C1(N(C(SC1)=NC(C)C)C)O)S(N)(=O)=O (4-(4-chloro-3-sulfamoylphenyl)-2-isopropylimino-3-methyl-1,3-thiazolidine-4ol), Cl (hydrochloric acid). Solvent: C(C)(=O)OCC (ethyl acetate). Product: Cl.ClC1=C(C=C(C=C1)C1(N(C(SC1)=NC(C)C)C)O)S(N)(=O)=O (4-(4-Chloro-3-sulfamoylphenyl)-2-isopropylimino-3-methyl-1,3-thiazolidine-4-ol-hydrochloride). RXN SMILES: [Cl:1][C:2]1[CH:7]=[CH:6][C:5]([C:8]2([OH:18])[CH2:12][S:11][C:10](=[N:13][CH:14]([CH3:16])[CH3:15])[N:9]2[CH3:17])=[CH:4][C:3]=1[S:19](=[O:22])(=[O:21])[NH2:20].Cl>C(OCC)(=O)C>[ClH:1].[Cl:1][C:2]1[CH:7]=[CH:6][C:5]([C:8]2([OH:18])[CH2:12][S:11][C:10](=[N:13][CH:14]([CH3:16])[CH3:15])[N:9]2[CH3:17])=[CH:4][C:3]=1[S:19](=[O:21])(=[O:22])[NH2:20] |f:3.4|. Reported procedure: A solution of 6 g of 4-(4-chloro-3-sulfamoylphenyl)-2-isopropylimino-3-methyl-1,3-thiazolidine-4ol in 30 ml of ethyl acetate was made acid by adding, dropwise, 15% ethanolic hydrochloric acid. The solution was triturated to crystallize, allowed to stand over night at 0° C and the crystals were filtered off.